From a dataset of the Open Reaction Database (ORD), a public repository of structured organic reaction records. describe an organic reaction: reactants, conditions, products, and yield Reactants: O=C([O-])[O-], CCO, COc1cc(C=O)cc(Cl)c1O, ClCc1ccccc1, [I-], [K+], [K+], [Na+]. Yields the product COc1cc(C=O)cc(Cl)c1OCc1ccccc1. RXN SMILES: [C:13](=[O:14])([O-:15])[O-:16].[CH3:29][CH2:30][OH:31].[Cl:1][c:2]1[c:3]([OH:12])[c:4]([O:10][CH3:11])[cH:5][c:6]([CH:7]=[O:8])[cH:9]1.[Cl:21][CH2:22][c:23]1[cH:24][cH:25][cH:26][cH:27][cH:28]1.[I-:20].[K+:17].[K+:18].[Na+:19]>>[Cl:1][c:2]1[c:3]([O:12][CH2:22][c:23]2[cH:24][cH:25][cH:26][cH:27][cH:28]2)[c:4]([O:10][CH3:11])[cH:5][c:6]([CH:7]=[O:8])[cH:9]1. The reactants are CC(C)(C)COC1CN(C(=O)OC(C)(C)C)C(COCc2ccccc2)CO1, CO, [H][H], [OH-], [OH-], [Pd+2]. Yields the product CC(C)(C)COC1CN(C(=O)OC(C)(C)C)C(CO)CO1. Reaction SMILES: [C:1]([CH3:2])([CH3:3])([CH3:4])[O:5][C:6](=[O:7])[N:8]1[CH2:9][CH:10]([O:23][CH2:24][C:25]([CH3:26])([CH3:27])[CH3:28])[O:11][CH2:12][CH:13]1[CH2:14][O:15][CH2:16][c:17]1[cH:18][cH:19][cH:20][cH:21][cH:22]1.[CH3:31][OH:32].[H:29][H:30].[OH-:33].[OH-:35].[Pd+2:34]>>[C:1]([CH3:2])([CH3:3])([CH3:4])[O:5][C:6](=[O:7])[N:8]1[CH2:9][CH:10]([O:23][CH2:24][C:25]([CH3:26])([CH3:27])[CH3:28])[O:11][CH2:12][CH:13]1[CH2:14][OH:15]. Starting materials: OC=1N=C2N(C(C1)=O)C=CC(=C2)OCC=2SC=C(N2)C(C)C (2-Hydroxy-8-[(4-isopropyl-1,3-thiazol-2-yl)methoxy]-4H-pyrido[1,2-a]pyrimidin-4-one), C(C)C=1C=C(SC1)CCC1=CC=2N(C(C=C(N2)N2CCOCC2)=O)C=C1 (8-[2-(4-ethyl-2-thienyl)ethyl]-2-morpholino-4H-pyrido[1,2-a]pyrimidin-4-one). Product: C(C)C=1C=C(SC1)CCC1=CC=2N(C(C(=C(N2)N2CCOCC2)C=O)=O)C=C1 (8-[2-(4-Ethyl-2-thienyl)ethyl]-2-morpholino-4-oxo-4H-pyrido[1,2-a]pyrimidin-3-carbaldehyde). As a reaction SMILES: [OH:1][C:2]1N=C2C=C(OCC3SC=C(C(C)C)N=3)C=CN2C(=O)C=1.[CH2:23]([C:25]1[CH:26]=[C:27]([CH2:30][CH2:31][C:32]2[CH:48]=[CH:47][N:35]3[C:36](=[O:46])[CH:37]=[C:38]([N:40]4[CH2:45][CH2:44][O:43][CH2:42][CH2:41]4)[N:39]=[C:34]3[CH:33]=2)[S:28][CH:29]=1)[CH3:24]>>[CH2:23]([C:25]1[CH:26]=[C:27]([CH2:30][CH2:31][C:32]2[CH:48]=[CH:47][N:35]3[C:36](=[O:46])[C:37]([CH:2]=[O:1])=[C:38]([N:40]4[CH2:41][CH2:42][O:43][CH2:44][CH2:45]4)[N:39]=[C:34]3[CH:33]=2)[S:28][CH:29]=1)[CH3:24]. Reported procedure: Reactions were performed in the same manner as in Example 1, (I) by using 8-[2-(4-ethyl-2-thienyl)ethyl]-2-morpholino-4H-pyrido[1,2-a]pyrimidin-4-one (122 mg, 0.33 mmol) as a starting material. As a result, 52 mg (40% for the three steps) of the title compound in orange color was obtained.